describe an organic reaction: reactants, conditions, products, and yield From a dataset of the Open Reaction Database (ORD), a public repository of structured organic reaction records. The reactants are CNCCO, CCO, CCCCCCCCCCCCCCCCC1CO1. Product: CCCCCCCCCCCCCCCCC(O)CN(C)CCO. As a reaction SMILES: [CH3:20][NH:21][CH2:22][CH2:23][OH:24].[CH3:25][CH2:26][OH:27].[O:1]1[CH2:2][CH:3]1[CH2:4][CH2:5][CH2:6][CH2:7][CH2:8][CH2:9][CH2:10][CH2:11][CH2:12][CH2:13][CH2:14][CH2:15][CH2:16][CH2:17][CH2:18][CH3:19]>>[OH:1][CH:3]([CH2:2][N:21]([CH3:20])[CH2:22][CH2:23][OH:24])[CH2:4][CH2:5][CH2:6][CH2:7][CH2:8][CH2:9][CH2:10][CH2:11][CH2:12][CH2:13][CH2:14][CH2:15][CH2:16][CH2:17][CH2:18][CH3:19]. Reactants: C(C)(=O)Cl (acetyl chloride), N[C@@H](CCC)C(=O)O (L-norvaline). Solvent: CO (methanol). The product is COC([C@@H](N)CCC)=O (L-Norvaline Methyl Ester). Reaction SMILES: [C:1](Cl)(=O)C.[NH2:5][C@H:6]([C:10]([OH:12])=[O:11])[CH2:7][CH2:8][CH3:9]>CO>[CH3:1][O:11][C:10](=[O:12])[C@H:6]([CH2:7][CH2:8][CH3:9])[NH2:5]. Procedure: To 20 mL of methanol was slowly added 2.6 mL acetyl chloride. Then 2.0 g (17.1 mmole) of L-norvaline was added. The solution was heated to reflux and monitored by thin-layer chromatography (TLC) until complete. The methanol was stripped off by rotary evaporation and the resulting oil was pumped under high vacuum overnight to give the title compound. NMR(300 MHZ, CD3OD): δ 4.03 (t, Nva-α, 1H), 3.81 (s, COOCH3, 3H), 1.87 (m, CH2CH2CH3, 2H), 1.44 (m, CH2CH2CH3, 2H), 0.98 (t, CH2CH2CH3, 3H). Reactants: C1CCOC1, CNCc1csc(C(C)C)n1, [Ca+2], [H-], [H-], CC(C)C(NC(=O)Oc1ccccc1)C(=O)O. The product is CC(C)c1nc(CN(C)C(=O)NC(C(=O)O)C(C)C)cs1. Reaction SMILES: [CH2:32]1[O:33][CH2:34][CH2:35][CH2:36]1.[CH3:4][NH:5][CH2:6][c:7]1[n:8][c:9]([CH:12]([CH3:13])[CH3:14])[s:10][cH:11]1.[Ca+2:2].[H-:1].[H-:3].[O:15]([c:17]1[cH:18][cH:19][cH:20][cH:21][cH:23]1)[C:22](=[O:16])[NH:24][CH:25]([CH:26]([CH3:27])[CH3:28])[C:29](=[O:30])[OH:31]>>[CH3:4][N:5]([CH2:6][c:7]1[n:8][c:9]([CH:12]([CH3:13])[CH3:14])[s:10][cH:11]1)[C:22](=[O:15])[NH:24][CH:25]([CH:26]([CH3:27])[CH3:28])[C:29](=[O:30])[OH:31]. The reagents and catalysts are [N+](=O)([O-])[O-].[Ag+] (Silver nitrate). Reported procedure: Silver nitrate (166 g, 0.982 mol) is added to a stirred mixture of (1R*,5S*)-2,3,4,4-tetrachloro-1-methyl-8-oxabicyclo[3.2.1]octa-2,6-diene (83 g, 0.32 mol), acetone (1500 ml) and water (1500 ml) and the mixture is heated at 65° C. for 16 hours. The reaction mixture is cooled to room temperature, and a saturated solution of aqueous sodium bicarbonate is added to adjust the pH to 7-8. The mixture is filtered through a plug of diatomaceous earth, and the filtrate is concentrated under reduced pres... As a reaction SMILES: [Cl:1][C:2]1[C@:3]2([CH3:13])[O:12][C@H:6]([C:7](Cl)(Cl)[C:8]=1[Cl:9])[CH:5]=[CH:4]2.CC(C)=[O:16].C(=O)(O)[O-].[Na+]>[N+]([O-])([O-])=O.[Ag+].O>[Cl:9][C:8]1[C:7](=[O:16])[C@@H:6]2[O:12][C@:3]([CH3:13])([C:2]=1[Cl:1])[CH:4]=[CH:5]2 |f:2.3,4.5|. The product is ClC=1C([C@H]2C=C[C@@](C1Cl)(O2)C)=O ((1R*,5S*)-3,4-dichloro-5-methyl-8-oxabicyclo[3.2.1]octa-3,6-dien-2-one). The solvent is O (water). Reaction conditions: temperature 65 celsius. The reactants are ClC=1[C@]2(C=C[C@@H](C(C1Cl)(Cl)Cl)O2)C ((1R*,5S*)-2,3,4,4-tetrachloro-1-methyl-8-oxabicyclo[3.2.1]octa-2,6-diene), CC(=O)C (acetone), C([O-])(O)=O.[Na+] (sodium bicarbonate). Reactants: CC=1C(=CC=2C(CCC(C2C1)(C)C)(C)C)/C(=C/C=1NC(=CN1)C(=O)OCC)/C (Ethyl (E)-2-[2-(5,6,7,8-tetrahydro-3,5,5,8,8-pentamethylnaphthalen-2-yl)propen-1-yl]-5imidazolecarboxylate), CC=1C(=CC=2C(CCC(C2C1)(C)C)(C)C)/C(=C/C=1NC(=CN1)C(=O)OCC)/C (Ethyl (E)-2-[2-(5,6,7,8-tetrahydro-3,5,5,8,8-pentamethylnaphthalen-2-yl)propen-1-yl]-5imidazolecarboxylate), [OH-].[K+] (KOH). Run in C(C)O (ethanol). Conditions: temperature 50 celsius, time 20 hour. Yields the product CC=1C(=CC=2C(CCC(C2C1)(C)C)(C)C)/C(=C/C=1NC(=CN1)C(=O)O)/C ((E)-2-[2-(5,6,7,8-tetrahydro-3,5,5,8,8-pentamethylnaphthalen-2-yl)propen-1-yl]-5-imidazolecarboxylic acid). Isolated yield 74.2%. As a reaction SMILES: [CH3:1][C:2]1[C:3](/[C:16](/[CH3:28])=[CH:17]/[C:18]2[NH:19][C:20]([C:23]([O:25]CC)=[O:24])=[CH:21][N:22]=2)=[CH:4][C:5]2[C:6]([CH3:15])([CH3:14])[CH2:7][CH2:8][C:9]([CH3:13])([CH3:12])[C:10]=2[CH:11]=1.[OH-].[K+]>C(O)C>[CH3:1][C:2]1[C:3](/[C:16](/[CH3:28])=[CH:17]/[C:18]2[NH:19][C:20]([C:23]([OH:25])=[O:24])=[CH:21][N:22]=2)=[CH:4][C:5]2[C:6]([CH3:15])([CH3:14])[CH2:7][CH2:8][C:9]([CH3:12])([CH3:13])[C:10]=2[CH:11]=1 |f:1.2|. Procedure: Ethyl (E)-2-[2-(5,6,7,8-tetrahydro-3,5,5,8,8-pentamethylnaphthalen-2-yl)propen-1-yl]-5imidazolecarboxylate (Compound 5, 0.043 g, 0.153 mmol) was dissolved in ethanol (2 mL) and treated with 2N aqueous KOH (0.5 mL). The solution was stirred for 20 hours at 50° C. and concentrated under vacuum. The residue was treated with ether (10 mL) and water (1 mL) and neutralized with saturated aqueous NH4Cl. The layers were separated and the aqueous layer extracted with ethyl acetate. The organic extracts w... The reactants are C(C1=CC=CC=C1)OCCCCO (4-(benzyloxy)butan-1-ol), C(C1=CC=CC=C1)OCCCCO (4-(benzyloxy)butan-1-ol), N1=CC=CC2=CC=C3C=CC=NC3=C12 (1,10-phenanthroline), C(=C)OCC (ethyl vinyl ether). The reagents and catalysts are C(C)(=O)[O-].[Pd+2].C(C)(=O)[O-] (palladium(II) acetate). Run in ClCCl (dichloromethane). Reaction conditions: time 15 minute. The product is C(=C)OCCCCOCC1=CC=CC=C1 ({[4-(vinyloxy)butoxy]methyl}benzene). RXN SMILES: [CH2:1]([O:8][CH2:9][CH2:10][CH2:11][CH2:12][OH:13])[C:2]1[CH:7]=[CH:6][CH:5]=[CH:4][CH:3]=1.N1C2C(=CC=C3C=2N=CC=C3)C=[CH:16][CH:15]=1.C(OCC)=C>C([O-])(=O)C.[Pd+2].C([O-])(=O)C.ClCCl>[CH:15]([O:13][CH2:12][CH2:11][CH2:10][CH2:9][O:8][CH2:1][C:2]1[CH:7]=[CH:6][CH:5]=[CH:4][CH:3]=1)=[CH2:16] |f:3.4.5|. Procedure details: Under reaction conditions as described in J. Org. Chem. 1997, 62, 1560, {[4-(vinyloxy)butoxy]methyl}benzene was obtained using 4-(benzyloxy)butan-1-ol as a starting material. That is, 1,10-phenanthroline (1.00 g) and palladium(II) acetate (2.50 g) were added to a mixture of ethyl vinyl ether (25 mL) and dichloromethane (15 mL), followed by stirring for 15 minutes, and then 4-(benzyloxy)butan-1-ol (5.00 g) was added thereto, followed by stirring at room temperature for 60 hours. The reaction mixt... Reactants: CC1=CC(OC2=C(C(=CC=C12)O)Cl)=O (4-methyl-7-hydroxy-8-chlorocoumarin), C(C)O (ethanol), C(C)NCC (diethylamine), C=O (formaldehyde). The solvent is C(Cl)(Cl)Cl (chloroform). The product is CC1=CC(OC2=C(C(=C(C=C12)CN(CC)CC)O)Cl)=O (4-methyl-6-diethylaminomethyl-7-hydroxy-8-chlorocoumarin). As a reaction SMILES: [CH3:1][C:2]1[C:11]2[C:6](=[C:7]([Cl:13])[C:8]([OH:12])=[CH:9][CH:10]=2)[O:5][C:4](=[O:14])[CH:3]=1.[CH2:15](O)[CH3:16].[CH2:18]([NH:20][CH2:21]C)[CH3:19].C=O>C(Cl)(Cl)Cl>[CH3:1][C:2]1[C:11]2[C:6](=[C:7]([Cl:13])[C:8]([OH:12])=[C:9]([CH2:21][N:20]([CH2:15][CH3:16])[CH2:18][CH3:19])[CH:10]=2)[O:5][C:4](=[O:14])[CH:3]=1. Procedure: 21 g of 4-methyl-7-hydroxy-8-chlorocoumarin are mixed with 180 ml of ethanol, 20 ml of chloroform, 9.5 of of diethylamine and 11.2 g of 35% aqueous formaldehyde solution. The mixture is refluxed for 20 hours, being kept in constant agitation meanwhile; the ethanol and chloroform are evaporated in vacuum. The residue is solubilized in the methylenechloride-ethyl acetate-methanol mixture (7+3+1) and the solution is used for a chromatographic separation on silica, eluting with the same mixture of s... Reactants: ethyl 2-methyl acetoacetate, C(C)(=O)[O-].[NH4+] (ammonium acetate), C(C)(=O)O (acetic acid), C1(=CC=CC=C1)C (toluene). Product: N\C(=C(/C(=O)OCC)\C)\C ((Z)-Ethyl 3-amino-2-methylbut-2-enoate). As a reaction SMILES: [C:1]([O-])(=[O:3])[CH3:2].[NH4+:5].C(O)(=[O:8])C.[C:10]1([CH3:16])[CH:15]=[CH:14]C=C[CH:11]=1>>[NH2:5]/[C:15](/[CH3:14])=[C:10](/[CH3:16])\[C:11]([O:3][CH2:1][CH3:2])=[O:8] |f:0.1|. Procedure details: To a solution of ethyl 2-methyl acetoacetate (1, 4.00 mL, 27.7 mmol) in toluene (60 mL) was added ammonium acetate (12.83 g, 166 mmol) and acetic acid (10 mL) under N2 at room temperature. The reaction was heated to reflux for 4 h. A Dean stark trap was placed in between the reaction flask and a reflux condenser. Most of the solvents and NH4OAc were removed through a Dean-stark trap. The residue was dissolved in EtOAc (200 mL), washed with water (3×50 mL), and brine (50 mL). Dried over MgSO4, fi... Starting materials: ClC1=NC(=C(C(=N1)NNC([C@@H](CN(C=O)OC1OCCCC1)CC1CCCC1)=O)F)N1CC(C(C1)N(C)C)(C)C ([(2R)-3-(2-{2-chloro-6-[4-(dimethylamino)-3,3-dimethyl-1-pyrrolidinyl]-5-fluoro-4-pyrimidinyl}hydrazino)-2-(cyclopentylmethyl)-3-oxopropyl](tetrahydro-2H-pyran-2-yloxy)formamide). The solvent is CC(=O)O.O (HOAc water). Product: ClC1=NC(=C(C(=N1)NNC([C@@H](CN(C=O)O)CC1CCCC1)=O)F)N1CC(C(C1)N(C)C)(C)C ([(2R)-3-(2-{2-chloro-6-[4-(dimethylamino)-3,3-dimethyl-1-pyrrolidinyl]-5-fluoro-4-pyrimidinyl}hydrazino)-2-(cyclopentylmethyl)-3-oxopropyl]hydroxyformamide). The yield is 51.3%. RXN SMILES: [Cl:1][C:2]1[N:7]=[C:6]([NH:8][NH:9][C:10](=[O:29])[C@H:11]([CH2:23][CH:24]2[CH2:28][CH2:27][CH2:26][CH2:25]2)[CH2:12][N:13]([O:16]C2CCCCO2)[CH:14]=[O:15])[C:5]([F:30])=[C:4]([N:31]2[CH2:35][CH:34]([N:36]([CH3:38])[CH3:37])[C:33]([CH3:40])([CH3:39])[CH2:32]2)[N:3]=1>CC(O)=O.O>[Cl:1][C:2]1[N:7]=[C:6]([NH:8][NH:9][C:10](=[O:29])[C@H:11]([CH2:23][CH:24]2[CH2:25][CH2:26][CH2:27][CH2:28]2)[CH2:12][N:13]([OH:16])[CH:14]=[O:15])[C:5]([F:30])=[C:4]([N:31]2[CH2:35][CH:34]([N:36]([CH3:38])[CH3:37])[C:33]([CH3:40])([CH3:39])[CH2:32]2)[N:3]=1 |f:1.2|. Reported procedure: A solution of [(2R)-3-(2-{2-chloro-6-[4-(dimethylamino)-3,3-dimethyl-1-pyrrolidinyl]-5-fluoro-4-pyrimidinyl}hydrazino)-2-(cyclopentylmethyl)-3-oxopropyl](tetrahydro-2H-pyran-2-yloxy)formamide (0.0681 g, 0.117 mmol) in 4:1 HOAc-water (5 mL) was stirred for 56 h and then concentrated in vacuo. A solution of the residue in DCM (100 mL) was washed with sat. aq. NaHCO3 (30 mL), and the organic phase was dried over anhydrous Na2SO4, filtered, and concentrated in vacuo. The residue was purified by Gils... The reactants are NC1=C(C(=NN1)NC1=CC(=CC=C1)Cl)C(=O)N (5-amino-3-((3-chlorophenyl)amino)-1H-pyrazole-4-carboxamide), CC=1N=CSC1C=O (4-methyl-5-thiazolecarboxaldehyde). Reagents/catalysts: N1CCCCC1 (piperidine). Solvent: CCO (EtOH). Product: ClC=1C=C(C=CC1)NC1=NNC(=C1C(=O)N)N=CC1=C(N=CS1)C (3-((3-chlorophenyl)amino)-5-(((4-methylthiazol-5-yl)methylene)amino)-1H-pyrazole-4-carboxamide). Reaction SMILES: [NH2:1][C:2]1[NH:6][N:5]=[C:4]([NH:7][C:8]2[CH:13]=[CH:12][CH:11]=[C:10]([Cl:14])[CH:9]=2)[C:3]=1[C:15]([NH2:17])=[O:16].[CH3:18][C:19]1[N:20]=[CH:21][S:22][C:23]=1[CH:24]=O>CCO.N1CCCCC1>[Cl:14][C:10]1[CH:9]=[C:8]([NH:7][C:4]2[C:3]([C:15]([NH2:17])=[O:16])=[C:2]([N:1]=[CH:24][C:23]3[S:22][CH:21]=[N:20][C:19]=3[CH3:18])[NH:6][N:5]=2)[CH:13]=[CH:12][CH:11]=1. Procedure: 5-amino-3-((3-chlorophenyl)amino)-1H-pyrazole-4-carboxamide was suspended in EtOH and 4-methyl-5-thiazolecarboxaldehyde (1 eq.) and piperidine (1 drop) were added. Stirred at reflux until intermediate was absent (HPLC). After reaction was complete (18 hrs) it was brought to room temperature and filtered to obtain B62 as a yellow powder. Powder was washed with EtOH. Product was allowed to dry under vacuum for 1 hr.